This data is from the Open Reaction Database (ORD), a public repository of structured organic reaction records. The task is: describe an organic reaction: reactants, conditions, products, and yield Starting materials: CN(C)S(=O)(=O)c1ccc(Br)cc1C(=O)O, [K+], [K+], O=C([O-])[O-], Cc1ccc(NC(=O)C2(c3ccc4c(c3)OCO4)CC2)cc1B1OC(C)(C)C(C)(C)O1, CN(C)C=O. Product: Cc1ccc(NC(=O)C2(c3ccc4c(c3)OCO4)CC2)cc1-c1ccc(S(=O)(=O)N(C)C)c(C(=O)O)c1. Reaction SMILES: [Br:32][c:33]1[cH:34][cH:35][c:36]([S:42]([N:43]([CH3:44])[CH3:45])(=[O:46])=[O:47])[c:37]([C:38](=[O:39])[OH:40])[cH:41]1.[K+:48].[K+:49].[O-:50][C:51]([O-:52])=[O:53].[O:1]1[CH2:2][O:3][c:4]2[c:5]1[cH:6][cH:7][c:8]([C:10]1([C:13](=[O:14])[NH:15][c:16]3[cH:17][c:18]([B:23]4[O:24][C:25]([CH3:26])([CH3:27])[C:28]([CH3:29])([CH3:30])[O:31]4)[c:19]([CH3:22])[cH:20][cH:21]3)[CH2:11][CH2:12]1)[cH:9]2.[O:54]=[CH:55][N:56]([CH3:57])[CH3:58]>>[O:1]1[CH2:2][O:3][c:4]2[c:5]1[cH:6][cH:7][c:8]([C:10]1([C:13](=[O:14])[NH:15][c:16]3[cH:17][c:18](-[c:33]4[cH:34][cH:35][c:36]([S:42]([N:43]([CH3:44])[CH3:45])(=[O:46])=[O:47])[c:37]([C:38](=[O:39])[OH:40])[cH:41]4)[c:19]([CH3:22])[cH:20][cH:21]3)[CH2:11][CH2:12]1)[cH:9]2. Starting materials: IC1=NNC2=CC=C(C=C12)OC(F)(F)F (3-iodo-5-(trifluoromethoxy)-1H-indazole), CC(C)(C)[O-].[K+] (KOtBu), CI (MeI). Run in C1CCOC1 (THF). Run at temperature 0 celsius, time 30 minute. Yields the product IC1=NN(C2=CC=C(C=C12)OC(F)(F)F)C (3-iodo-1-methyl-5-(trifluoromethoxy)-1H-indazole). Isolated yield 75.9%. As a reaction SMILES: [I:1][C:2]1[C:10]2[C:5](=[CH:6][CH:7]=[C:8]([O:11][C:12]([F:15])([F:14])[F:13])[CH:9]=2)[NH:4][N:3]=1.[CH3:16]C([O-])(C)C.[K+].CI>C1COCC1>[I:1][C:2]1[C:10]2[C:5](=[CH:6][CH:7]=[C:8]([O:11][C:12]([F:14])([F:13])[F:15])[CH:9]=2)[N:4]([CH3:16])[N:3]=1 |f:1.2|. Procedure details: To a solution of 3-iodo-5-(trifluoromethoxy)-1H-indazole (178 mg, 543 μmol) in THF (5 mL) at 0° C. was added KOtBu (85.2 mg, 760 μmol) and the mixture stirred at 0° C. for 30 min then MeI (108 mg, 47.5 μL, 760 μmol) was added. The reaction mixture was stirred at 0° C. for 30 min then warmed to 25° C. and stirred for 1.5 h. The reaction mixture was quenched with saturated ammonium chloride in water and extracted with dichloromethane (3×30 mL). The combined organics were dried over MgSO4 and conce... Reported procedure: A mixture of 2-thenoylacetonitrile (1 g, 6.6 mmol), hydroxylamine hydrochloride (1.38 g, 19.8 mmol) and sodium acetate (2.17 g, 26.5 mmol) in DCM (20 ml) and MeOH (20 ml) was heated at 40° C. overnight, cooled to rt and concentrated. The residue was partitioned between EtOAc and water, the organic layer was washed with water, brine, dried over magnesium sulfate and concentrated to give a brown solid 1-4. 1H NMR (400 MHz, CDCl3) δ 7.38 (m, 2H), 7.08 (m, 1H), 5.40 (s, 1H), 4.49 (bs, 21-1); ESI+ MS... Reactants: C1(=CC=CS1)C(=O)CC#N (2-thenoylacetonitrile), Cl.NO (hydroxylamine hydrochloride), C(C)(=O)[O-].[Na+] (sodium acetate). Reaction SMILES: [C:1]1([C:6]([CH2:8][C:9]#[N:10])=O)[S:5][CH:4]=[CH:3][CH:2]=1.Cl.[NH2:12][OH:13].C([O-])(=O)C.[Na+]>C(Cl)Cl.CO>[S:5]1[CH:4]=[CH:3][CH:2]=[C:1]1[C:6]1[CH:8]=[C:9]([NH2:10])[O:13][N:12]=1 |f:1.2,3.4|. Conditions: temperature 40 celsius. Yields the product S1C(=CC=C1)C1=NOC(=C1)N (3-(thiophen-2-yl)isoxazol-5-amine). The solvent is C(Cl)Cl (DCM), CO (MeOH). Starting materials: FC1=CC=C(C(=O)C2CCN(CC2)CCCN2C(N(C3=C2C=C(C=C3)C)C(=C)C)=O)C=C1 (3-{3-[4-(4-fluorobenzoyl)-1-piperidinyl]propyl}-1,3-dihydro-5-methyl-1-(1-methylethenyl)-2H-benzimidazol-2one), Cl (hydrochloric acid), C(C)O (ethanol). Solvent: O (water). Reaction conditions: time 2 hour. Product: FC1=CC=C(C(=O)C2CCN(CC2)CCCN2C(NC3=C2C=C(C=C3)C)=O)C=C1 (1-{3-[4-(4-fluorobenzoyl)-1-piperidinyl]propyl}-1,3-dihydro-6-methyl-2H-benzimidazol-2-one). The yield is 25.0%. RXN SMILES: [F:1][C:2]1[CH:32]=[CH:31][C:5]([C:6]([CH:8]2[CH2:13][CH2:12][N:11]([CH2:14][CH2:15][CH2:16][N:17]3[C:21]4[CH:22]=[C:23]([CH3:26])[CH:24]=[CH:25][C:20]=4[N:19](C(C)=C)[C:18]3=[O:30])[CH2:10][CH2:9]2)=[O:7])=[CH:4][CH:3]=1.Cl.C(O)C>O>[F:1][C:2]1[CH:3]=[CH:4][C:5]([C:6]([CH:8]2[CH2:13][CH2:12][N:11]([CH2:14][CH2:15][CH2:16][N:17]3[C:21]4[CH:22]=[C:23]([CH3:26])[CH:24]=[CH:25][C:20]=4[NH:19][C:18]3=[O:30])[CH2:10][CH2:9]2)=[O:7])=[CH:31][CH:32]=1. Procedure: A mixture of 4.5 parts of 3-{3-[4-(4-fluorobenzoyl)-1-piperidinyl]propyl}-1,3-dihydro-5-methyl-1-(1-methylethenyl)-2H-benzimidazol-2one, 24 parts of a concentrated hydrochloric acid solution, 80 parts of ethanol and 50 parts of water is stirred for 2 hours at room temperature. The reaction mixture is evaporated and the residue is stirred in water. The whole is alkalized with ammonium hydroxide. The product is extracted with trichloromethane. The extract is dried, filtered and evaporated. The oil...